From a dataset of the Open Reaction Database (ORD), a public repository of structured organic reaction records. describe an organic reaction: reactants, conditions, products, and yield Reactants: ClCCl, O=C(Cl)CCl, CS(=O)(=O)Nc1cc(N)ccc1Oc1ccccc1, O, c1ccncc1. Product: CS(=O)(=O)Nc1cc(NC(=O)CCl)ccc1Oc1ccccc1. Reaction SMILES: [Cl:1][CH2:2][Cl:3].[Cl:29][CH2:30][C:31](=[O:32])[Cl:33].[NH2:4][c:5]1[cH:6][cH:7][c:8]([O:16][c:17]2[cH:18][cH:19][cH:20][cH:21][cH:22]2)[c:9]([NH:11][S:12](=[O:13])(=[O:14])[CH3:15])[cH:10]1.[OH2:34].[cH:23]1[cH:24][cH:25][n:26][cH:27][cH:28]1>>[NH:4]([c:5]1[cH:6][cH:7][c:8]([O:16][c:17]2[cH:18][cH:19][cH:20][cH:21][cH:22]2)[c:9]([NH:11][S:12](=[O:13])(=[O:14])[CH3:15])[cH:10]1)[C:31]([CH2:30][Cl:29])=[O:32]. Reactants: O(C1=CC=CC=C1)CC(=O)NC1[C@@H]2N(C(C(CS2)(I)C)C(=O)OC)C1=O (methyl 7-(2-phenoxyacetamido)-3-methyl-3-iodocepham-4-carboxylate), C(C)(=O)[O-].[Na+] (sodium acetate). Solvent: C(C)#N (acetonitrile). Yields the product O(C1=CC=CC=C1)CC(=O)NC1[C@@H]2N(C(=C(CS2)C)C(=O)OC)C1=O (methyl 7-(2-phenoxyacetamido)-3-methyl-3-cephem-4-carboxylate). The yield is 27.1%. RXN SMILES: [O:1]([CH2:8][C:9]([NH:11][CH:12]1[C:25](=[O:26])[N:14]2[CH:15]([C:21]([O:23][CH3:24])=[O:22])[C:16]([CH3:20])(I)[CH2:17][S:18][C@H:13]12)=[O:10])[C:2]1[CH:7]=[CH:6][CH:5]=[CH:4][CH:3]=1.C([O-])(=O)C.[Na+]>C(#N)C>[O:1]([CH2:8][C:9]([NH:11][CH:12]1[C:25](=[O:26])[N:14]2[C:15]([C:21]([O:23][CH3:24])=[O:22])=[C:16]([CH3:20])[CH2:17][S:18][C@H:13]12)=[O:10])[C:2]1[CH:7]=[CH:6][CH:5]=[CH:4][CH:3]=1 |f:1.2|. Procedure: A mixture of methyl 7-(2-phenoxyacetamido)-3-methyl-3-iodocepham-4-carboxylate (0.25 g.) in dry acetonitrile (10 cc) and sodium acetate (45 mg.) was heated under reflux for 4 hours and concentrated. The residue was mixed with water and extracted with chloroform. The chloroform layer was washed with an aqueous sodium thiosulfate solution and then with water, dried and concentrated. The residue was subjected to chromatography on silica gel and eluated with chloroform to yield crystals (50 mg.) of ... The reactants are FC([C@@H](C=1C=NC(=CC1)N/N=C/C1=NC2=C(C=C(C=C2C=C1)F)OC(C)C)N1C[C@H](CC1)NC(OC(C)(C)C)=O)(F)F (tert-butyl (S)-1-((R)-2,2,2-trifluoro-1-(6-((E)-2-((6-fluoro-8-isopropoxyquinolin-2-yl)methylene)hydrazinyl)pyridin-3-yl)ethyl)pyrrolidin-3-ylcarbamate), C(C)(=O)O.C(C)(=O)O.I(=O)C1=CC=CC=C1 (iodosobenzene diacetate). Run in C(Cl)Cl (DCM). Conditions: time 2 hour. Product: FC([C@@H](C=1C=CC=2N(C1)C(=NN2)C2=NC1=C(C=C(C=C1C=C2)F)OC(C)C)N2C[C@H](CC2)NC(OC(C)(C)C)=O)(F)F (tert-butyl (S)-1-((R)-2,2,2-trifluoro-1-(3-(6-fluoro-8-isopropoxyquinolin-2-yl)-[1,2,4]triazolo[4,3-a]pyridin-6-yl)ethyl)pyrrolidin-3-ylcarbamate). The yield is 79.2%. Reaction SMILES: [F:1][C:2]([F:42])([F:41])[C@H:3]([N:28]1[CH2:32][CH2:31][C@H:30]([NH:33][C:34](=[O:40])[O:35][C:36]([CH3:39])([CH3:38])[CH3:37])[CH2:29]1)[C:4]1[CH:5]=[N:6][C:7]([NH:10]/[N:11]=[CH:12]/[C:13]2[CH:22]=[CH:21][C:20]3[C:15](=[C:16]([O:24][CH:25]([CH3:27])[CH3:26])[CH:17]=[C:18]([F:23])[CH:19]=3)[N:14]=2)=[CH:8][CH:9]=1.C(O)(=O)C.C(O)(=O)C.I(C1C=CC=CC=1)=O>C(Cl)Cl>[F:42][C:2]([F:1])([F:41])[C@H:3]([N:28]1[CH2:32][CH2:31][C@H:30]([NH:33][C:34](=[O:40])[O:35][C:36]([CH3:37])([CH3:39])[CH3:38])[CH2:29]1)[C:4]1[CH:9]=[CH:8][C:7]2[N:6]([C:12]([C:13]3[CH:22]=[CH:21][C:20]4[C:15](=[C:16]([O:24][CH:25]([CH3:27])[CH3:26])[CH:17]=[C:18]([F:23])[CH:19]=4)[N:14]=3)=[N:11][N:10]=2)[CH:5]=1 |f:1.2.3|. Procedure details: To tert-butyl (S)-1-((R)-2,2,2-trifluoro-1-(6-((E)-2-((6-fluoro-8-isopropoxyquinolin-2-yl)methylene)hydrazinyl)pyridin-3-yl)ethyl)pyrrolidin-3-ylcarbamate (157 mg, 0.266 mmol) in DCM (10 mL) was added iodosobenzene diacetate (94.2 mg, 0.292 mmol) and the reaction was stirred at ambient temperature for 2 hours. The reaction was concentrated to dryness and the residue purified by reverse phase chromatography (SP4, 12M, eluting with a gradient of water/ACN 100:0 to 0:100, 20 column volumes) to yiel... Reactants: CCOCC, CO, NN, COC(=O)c1cccc(-c2cccnc2)c1. Product: NNC(=O)c1cccc(-c2cccnc2)c1. As a reaction SMILES: [CH2:19]([O:20][CH2:21][CH3:22])[CH3:23].[CH3:24][OH:25].[NH2:17][NH2:18].[n:1]1[cH:2][c:3](-[c:7]2[cH:8][c:9]([C:10](=[O:11])[O:12][CH3:13])[cH:14][cH:15][cH:16]2)[cH:4][cH:5][cH:6]1>>[n:1]1[cH:2][c:3](-[c:7]2[cH:8][c:9]([C:10](=[O:11])[NH:17][NH2:18])[cH:14][cH:15][cH:16]2)[cH:4][cH:5][cH:6]1. The reactants are CCOC(=O)c1ccc(OC)cc1OCC, ClCCl, O=C=NS(=O)(=O)Cl, ClCCCl, O. The product is CCOC(=O)c1cc(C#N)c(OC)cc1OCC. RXN SMILES: [CH2:1]([CH3:2])[O:3][C:4]([c:5]1[c:6]([O:13][CH2:14][CH3:15])[cH:7][c:8]([O:11][CH3:12])[cH:9][cH:10]1)=[O:16].[CH2:28]([Cl:29])[Cl:30].[Cl:17][S:18](=[O:20])([N:21]=[C:22]=[O:19])=[O:23].[Cl:24][CH2:25][CH2:26][Cl:27].[OH2:31]>>[CH2:1]([CH3:2])[O:3][C:4]([c:5]1[c:6]([O:13][CH2:14][CH3:15])[cH:7][c:8]([O:11][CH3:12])[c:9]([C:22]#[N:21])[cH:10]1)=[O:16].